describe an organic reaction: reactants, conditions, products, and yield From a dataset of the Open Reaction Database (ORD), a public repository of structured organic reaction records. Starting materials: CCOC(=O)c1ccc(S(=O)(=O)Cl)cc1, CC(c1ccc(N)cc1Cl)C(O)(c1ccnc(Cl)c1)C(F)(F)F, c1ccncc1. The product is CCOC(=O)c1ccc(S(=O)(=O)Nc2ccc(C(C)C(O)(c3ccnc(Cl)c3)C(F)(F)F)c(Cl)c2)cc1. As a reaction SMILES: [CH2:1]([CH3:2])[O:3][C:4]([c:5]1[cH:6][cH:7][c:8]([S:11](=[O:12])(=[O:13])[Cl:14])[cH:9][cH:10]1)=[O:15].[NH2:16][c:17]1[cH:18][c:19]([Cl:38])[c:20]([CH:23]([C:24]([C:25]([F:26])([F:27])[F:28])([OH:29])[c:30]2[cH:31][c:32]([Cl:36])[n:33][cH:34][cH:35]2)[CH3:37])[cH:21][cH:22]1.[cH:39]1[cH:40][cH:41][n:42][cH:43][cH:44]1>>[CH2:1]([CH3:2])[O:3][C:4]([c:5]1[cH:6][cH:7][c:8]([S:11](=[O:12])(=[O:13])[NH:16][c:17]2[cH:18][c:19]([Cl:38])[c:20]([CH:23]([C:24]([C:25]([F:26])([F:27])[F:28])([OH:29])[c:30]3[cH:31][c:32]([Cl:36])[n:33][cH:34][cH:35]3)[CH3:37])[cH:21][cH:22]2)[cH:9][cH:10]1)=[O:15]. The reactants are C1(CC1)COC1=C(C=C(C=C1)OC)C=1C2=C(N=CN1)C(=C(N2COCC[Si](C)(C)C)C)C(=O)O (4-[2-(cyclopropylmethoxy)-5-methoxyphenyl]-6-methyl-5-{[2-(trimethylsilyl)ethoxy]methyl}-5H-pyrrolo[3,2-d]pyrimidine-7-carboxylic acid), N[C@H]1CN(CC1)C(=O)OC(C)(C)C (tert-butyl(R)-3-amino-pyrrolidine-1-carboxylate). Yields the product C1(CC1)COC1=C(C=C(C=C1)OC)C=1C2=C(N=CN1)C(=C(N2COCC[Si](C)(C)C)C)C(=O)N[C@H]2CN(CC2)C(=O)OC(C)(C)C (tert-butyl(3R)-3-{[(4-[2-(cyclopropylmethoxy)-5-methoxyphenyl]-6-methyl-5-{[2-(trimethylsilyl)ethoxy]methyl}-5H-pyrrolo[3,2-d]pyrimidin-7-yl)carbonyl]amino}pyrrolidine-1-carboxylate). Reaction SMILES: [CH:1]1([CH2:4][O:5][C:6]2[CH:11]=[CH:10][C:9]([O:12][CH3:13])=[CH:8][C:7]=2[C:14]2[C:15]3[N:22]([CH2:23][O:24][CH2:25][CH2:26][Si:27]([CH3:30])([CH3:29])[CH3:28])[C:21]([CH3:31])=[C:20]([C:32](O)=[O:33])[C:16]=3[N:17]=[CH:18][N:19]=2)[CH2:3][CH2:2]1.[NH2:35][C@@H:36]1[CH2:40][CH2:39][N:38]([C:41]([O:43][C:44]([CH3:47])([CH3:46])[CH3:45])=[O:42])[CH2:37]1>>[CH:1]1([CH2:4][O:5][C:6]2[CH:11]=[CH:10][C:9]([O:12][CH3:13])=[CH:8][C:7]=2[C:14]2[C:15]3[N:22]([CH2:23][O:24][CH2:25][CH2:26][Si:27]([CH3:29])([CH3:30])[CH3:28])[C:21]([CH3:31])=[C:20]([C:32]([NH:35][C@@H:36]4[CH2:40][CH2:39][N:38]([C:41]([O:43][C:44]([CH3:47])([CH3:46])[CH3:45])=[O:42])[CH2:37]4)=[O:33])[C:16]=3[N:17]=[CH:18][N:19]=2)[CH2:2][CH2:3]1. Reported procedure: Starting from 4-[2-(cyclopropylmethoxy)-5-methoxyphenyl]-6-methyl-5-{[2-(trimethylsilyl)ethoxy]methyl}-5H-pyrrolo[3,2-d]pyrimidine-7-carboxylic acid (example D.c6) and commercially available tert-butyl(R)-3-amino-pyrrolidine-1-carboxylate the title compound is obtained as colorless foam.